This data is from the Open Reaction Database (ORD), a public repository of structured organic reaction records. The task is: describe an organic reaction: reactants, conditions, products, and yield As a reaction SMILES: [CH3:1][O:2][C:3]([CH2:4][O:5][c:6]1[c:7]2[c:8]([CH3:30])[c:9]([CH2:21][c:22]3[c:23]([Cl:29])[cH:24][c:25]([F:28])[cH:26][cH:27]3)[c:10]([O:17][CH:18]([F:19])[F:20])[n:11][c:12]2[c:13]([F:16])[cH:14][cH:15]1)=[O:31].[Li+:32].[O:34]1[CH2:35][CH2:36][CH2:37][CH2:38]1.[OH-:33]>>[O:2]=[C:3]([CH2:4][O:5][c:6]1[c:7]2[c:8]([CH3:30])[c:9]([CH2:21][c:22]3[c:23]([Cl:29])[cH:24][c:25]([F:28])[cH:26][cH:27]3)[c:10]([O:17][CH:18]([F:19])[F:20])[n:11][c:12]2[c:13]([F:16])[cH:14][cH:15]1)[OH:31]. Yields the product Cc1c(Cc2ccc(F)cc2Cl)c(OC(F)F)nc2c(F)ccc(OCC(=O)O)c12. The reactants are COC(=O)COc1ccc(F)c2nc(OC(F)F)c(Cc3ccc(F)cc3Cl)c(C)c12, [Li+], C1CCOC1, [OH-]. The reactants are ClCCl, CS(=O)(=O)c1ccc(-c2cc(CO)cn2-c2ccc(F)cc2)cc1. The product is CS(=O)(=O)c1ccc(-c2cc(C=O)cn2-c2ccc(F)cc2)cc1. Reaction SMILES: [CH2:25]([Cl:26])[Cl:27].[F:1][c:2]1[cH:3][cH:4][c:5](-[n:8]2[c:9](-[c:15]3[cH:16][cH:17][c:18]([S:21](=[O:22])(=[O:23])[CH3:24])[cH:19][cH:20]3)[cH:10][c:11]([CH2:13][OH:14])[cH:12]2)[cH:6][cH:7]1>>[F:1][c:2]1[cH:3][cH:4][c:5](-[n:8]2[c:9](-[c:15]3[cH:16][cH:17][c:18]([S:21](=[O:22])(=[O:23])[CH3:24])[cH:19][cH:20]3)[cH:10][c:11]([CH:13]=[O:14])[cH:12]2)[cH:6][cH:7]1. The reactants are CC#N, COc1ccc(-n2nc(C(F)(F)F)cc2CO)cc1, [O-][I+3]([O-])([O-])[O-], [Na+], O, Cl[Ru](Cl)Cl. Product: COc1ccc(-n2nc(C(F)(F)F)cc2C(=O)O)cc1. RXN SMILES: [CH3:26][C:27]#[N:28].[F:1][C:2]([c:3]1[n:4][n:5](-[c:10]2[cH:11][cH:12][c:13]([O:16][CH3:17])[cH:14][cH:15]2)[c:6]([CH2:8][OH:9])[cH:7]1)([F:18])[F:19].[I+3:20]([O-:21])([O-:22])([O-:23])[O-:24].[Na+:25].[OH2:29].[Ru:30]([Cl:31])([Cl:32])[Cl:33]>>[F:1][C:2]([c:3]1[n:4][n:5](-[c:10]2[cH:11][cH:12][c:13]([O:16][CH3:17])[cH:14][cH:15]2)[c:6]([C:8](=[O:9])[OH:21])[cH:7]1)([F:18])[F:19]. The reactants are CCOC(C)=O, CCCCCC, CS(C)=O, O=C(c1ccccc1)c1cnc2c(C(F)(F)F)cccc2c1OS(=O)(=O)C(F)(F)F, [K+], [K+], [K+], C1COCCO1, OB(O)c1cccc(O)c1, O=P([O-])([O-])[O-]. Product: O=C(c1ccccc1)c1cnc2c(C(F)(F)F)cccc2c1-c1cccc(O)c1. As a reaction SMILES: [CH3:49][CH2:50][O:51][C:52]([CH3:53])=[O:54].[CH3:55][CH2:56][CH2:57][CH2:58][CH2:59][CH3:60].[CH3:67][S:68]([CH3:69])=[O:70].[F:1][C:2]([F:3])([F:4])[S:5]([O:6][c:7]1[c:8]([C:21]([c:22]2[cH:23][cH:24][cH:25][cH:26][cH:27]2)=[O:28])[cH:9][n:10][c:11]2[c:12]([C:17]([F:18])([F:19])[F:20])[cH:13][cH:14][cH:15][c:16]12)(=[O:29])=[O:30].[K+:46].[K+:47].[K+:48].[O:61]1[CH2:62][CH2:63][O:64][CH2:65][CH2:66]1.[OH:31][c:32]1[cH:33][c:34]([B:38]([OH:39])[OH:40])[cH:35][cH:36][cH:37]1.[P:41]([O-:42])([O-:43])([O-:44])=[O:45]>>[c:7]1(-[c:34]2[cH:33][c:32]([OH:31])[cH:37][cH:36][cH:35]2)[c:8]([C:21]([c:22]2[cH:23][cH:24][cH:25][cH:26][cH:27]2)=[O:28])[cH:9][n:10][c:11]2[c:12]([C:17]([F:18])([F:19])[F:20])[cH:13][cH:14][cH:15][c:16]12. Starting materials: FC1=CC=C(C(=O)N[C@H](C(=O)O)C)C=C1 ((S)-2-(4-fluoro-benzoylamino)-propionic acid), C1(=CC=CC=C1)C(C1=CC(=CC=C1)C(F)(F)F)N (rac-C-phenyl-C-(3-trifluoromethyl-phenyl)-methylamine). The product is FC1=CC=C(C(=O)N[C@@H](C)C(NC(C2=CC(=CC=C2)C(F)(F)F)C2=CC=CC=C2)=O)C=C1 (rac-4-Fluoro-N—((S)-1-{[phenyl-(3-trifluoromethyl-phenyl)-methyl]-carbamoyl}-ethyl)-benzamide). As a reaction SMILES: [F:1][C:2]1[CH:15]=[CH:14][C:5]([C:6]([NH:8][C@@H:9]([CH3:13])[C:10]([OH:12])=O)=[O:7])=[CH:4][CH:3]=1.[C:16]1([CH:22]([NH2:33])[C:23]2[CH:28]=[CH:27][CH:26]=[C:25]([C:29]([F:32])([F:31])[F:30])[CH:24]=2)[CH:21]=[CH:20][CH:19]=[CH:18][CH:17]=1>>[F:1][C:2]1[CH:3]=[CH:4][C:5]([C:6]([NH:8][C@H:9]([C:10](=[O:12])[NH:33][CH:22]([C:16]2[CH:17]=[CH:18][CH:19]=[CH:20][CH:21]=2)[C:23]2[CH:28]=[CH:27][CH:26]=[C:25]([C:29]([F:30])([F:31])[F:32])[CH:24]=2)[CH3:13])=[O:7])=[CH:14][CH:15]=1. Procedure details: Prepared in analogy to example 1.1 from (S)-2-(4-fluoro-benzoylamino)-propionic acid (CA [214629-12-6]) and rac-C-phenyl-C-(3-trifluoromethyl-phenyl)-methylamine (CA [70428-92-1]).